Dataset: the Open Reaction Database (ORD), a public repository of structured organic reaction records. Task: describe an organic reaction: reactants, conditions, products, and yield Starting materials: [BH4-].[Na+] (NaBH4), [BH4-].[Na+] (NaBH4), NC1CCN(CC1)CC1=CC=C(C(=O)N(CC)CC)C=C1 (4-[(4-Amino-1-piperidinyl)methyl]-N,N-diethylbenzamide), Cl.ClC1=CC=C2C(=CC=NC2=C1)NC1=CC=C(C=O)C=C1 (4-[(7-chloro-4-quinolinyl)amino]benzaldehyde hydrochloride), O (water), ice. Reaction conditions: time 7 day. The solvent is C1(=CC=CC=C1)C (toluene), C1(=CC=CC=C1)C (toluene). Isolated yield 42.4%. Reaction SMILES: [NH2:1][CH:2]1[CH2:7][CH2:6][N:5]([CH2:8][C:9]2[CH:21]=[CH:20][C:12]([C:13]([N:15]([CH2:18][CH3:19])[CH2:16][CH3:17])=[O:14])=[CH:11][CH:10]=2)[CH2:4][CH2:3]1.Cl.[Cl:23][C:24]1[CH:33]=[C:32]2[C:27]([C:28]([NH:34][C:35]3[CH:42]=[CH:41][C:38]([CH:39]=O)=[CH:37][CH:36]=3)=[CH:29][CH:30]=[N:31]2)=[CH:26][CH:25]=1.O.[BH4-].[Na+]>C1(C)C=CC=CC=1>[ClH:23].[Cl:23][C:24]1[CH:33]=[C:32]2[C:27]([C:28]([NH:34][C:35]3[CH:42]=[CH:41][C:38]([CH2:39][NH:1][CH:2]4[CH2:3][CH2:4][N:5]([CH2:8][C:9]5[CH:21]=[CH:20][C:12]([C:13]([N:15]([CH2:16][CH3:17])[CH2:18][CH3:19])=[O:14])=[CH:11][CH:10]=5)[CH2:6][CH2:7]4)=[CH:37][CH:36]=3)=[CH:29][CH:30]=[N:31]2)=[CH:26][CH:25]=1 |f:1.2,4.5,7.8|. Procedure details: 4-[(4-Amino-1-piperidinyl)methyl]-N,N-diethylbenzamide (3.81 g, 13.16 mmol) and 4-[(7-chloro-4-quinolinyl)amino]benzaldehyde hydrochloride (13.16 mmol, 4.20 g) are refluxed for 28 hours in 52 mL of toluene under nitrogen with azeotropic removal of water. The toluene is poured off the thick oil, which is then rinsed once with fresh toluene. The remaining traces of solvent are removed in vacuo and the resulting gum is dissolved in 55 mL of ethanol and treated with NaBH4 (14.6 mmol, 552 mg). The re... Yields the product Cl.ClC1=CC=C2C(=CC=NC2=C1)NC1=CC=C(C=C1)CNC1CCN(CC1)CC1=CC=C(C(=O)N(CC)CC)C=C1 (4-[[4-[[[4-[(7-Chloro-4-quinolinyl)amino]phenyl]methyl]amino]-1-piperidinyl]-methyl]-N,N-diethylbenzamide, hydrochloride). Reactants: BrC1=CC(=CC=2C(=COC21)C2=CC=CC=C2)C (7-bromo-5-methyl-3-phenylbenzofuran), BrBr (bromine). Run in ClCCl (dichloromethane). Yields the product BrC=1OC2=C(C1C1=CC=CC=C1)C=C(C=C2Br)C (2,7-dibromo-5-methyl-3-phenylbenzofuran). Reaction SMILES: [Br:1][C:2]1[C:10]2[O:9][CH:8]=[C:7]([C:11]3[CH:16]=[CH:15][CH:14]=[CH:13][CH:12]=3)[C:6]=2[CH:5]=[C:4]([CH3:17])[CH:3]=1.[Br:18]Br>ClCCl>[Br:18][C:8]1[O:9][C:10]2[C:2]([Br:1])=[CH:3][C:4]([CH3:17])=[CH:5][C:6]=2[C:7]=1[C:11]1[CH:16]=[CH:15][CH:14]=[CH:13][CH:12]=1. Procedure: A solution of 86.6 g. (0.30 mole) of 7-bromo-5-methyl-3-phenylbenzofuran in 600 ml. of dichloromethane is treated dropwise over 45 minutes with 47.9 g. (0.30 mole) of bromine. After stirring one additional hour, the mixture is washed once with water (300 ml.) and thrice with 300 ml. portions of saturated sodium bicarbonate solution, dried, then evaporated to provide 2,7-dibromo-5-methyl-3-phenylbenzofuran as an oil which crystallizes from hexane. Reactants: FC(F)(F)c1cc(-c2nc3ccccc3o2)ccc1CBr, C[Si](C)(C)C#N, CCCC[N+](CCCC)(CCCC)CCCC, CC#N, [F-]. Product: N#CCc1ccc(-c2nc3ccccc3o2)cc1C(F)(F)F. As a reaction SMILES: [Br:1][CH2:2][c:3]1[c:4]([C:18]([F:19])([F:20])[F:21])[cH:5][c:6](-[c:9]2[o:10][c:11]3[c:12]([n:13]2)[cH:14][cH:15][cH:16][cH:17]3)[cH:7][cH:8]1.[C:22](#[N:23])[Si:24]([CH3:25])([CH3:26])[CH3:27].[CH2:29]([N+:30]([CH2:31][CH2:32][CH2:33][CH3:34])([CH2:35][CH2:36][CH2:37][CH3:38])[CH2:39][CH2:40][CH2:41][CH3:42])[CH2:43][CH2:44][CH3:45].[CH3:46][C:47]#[N:48].[F-:28]>>[CH2:2]([c:3]1[c:4]([C:18]([F:19])([F:20])[F:21])[cH:5][c:6](-[c:9]2[o:10][c:11]3[c:12]([n:13]2)[cH:14][cH:15][cH:16][cH:17]3)[cH:7][cH:8]1)[C:22]#[N:23]. The reactants are CC#N (CH3CN), ClC=1C(=C2C=C(C(OC2=CC1)C(F)(F)F)C(=O)OCC)F (ethyl 6-chloro-5-fluoro-2-(trifluoromethyl)-2H-chromene-3-carboxylate), C1(=CC=CC=C1)O (phenol), C([O-])([O-])=O.[K+].[K+] (potassium carbonate), ( 100 ), ( 32 ), ( 79 ). Solvent: O (water), CN(C)C=O (DMF). Conditions: temperature 110 celsius, time 8 hour. Product: ClC=1C(=C2C=C(C(OC2=CC1)C(F)(F)F)C(=O)OCC)OC1=CC=CC=C1 (ethyl 6-chloro-5-phenoxy-2-(trifluoromethyl)-2H-chromene-3-carboxylate). As a reaction SMILES: [Cl:1][C:2]1[C:3](F)=[C:4]2[C:9](=[CH:10][CH:11]=1)[O:8][CH:7]([C:12]([F:15])([F:14])[F:13])[C:6]([C:16]([O:18][CH2:19][CH3:20])=[O:17])=[CH:5]2.[C:22]1([OH:28])[CH:27]=[CH:26][CH:25]=[CH:24][CH:23]=1.C(=O)([O-])[O-].[K+].[K+].CC#N>CN(C=O)C.O>[Cl:1][C:2]1[C:3]([O:28][C:22]2[CH:27]=[CH:26][CH:25]=[CH:24][CH:23]=2)=[C:4]2[C:9](=[CH:10][CH:11]=1)[O:8][CH:7]([C:12]([F:15])([F:14])[F:13])[C:6]([C:16]([O:18][CH2:19][CH3:20])=[O:17])=[CH:5]2 |f:2.3.4|. Procedure details: To 162.3 g (0.5 mmole) of ethyl 6-chloro-5-fluoro-2-(trifluoromethyl)-2H-chromene-3-carboxylate was added 75 mg (0.80 mmole) of phenol and 120 mg (0.87 mmole) of potassium carbonate in 1.5 mL DMF. The mixture was heated to 110° C. and allowed to stir overnight. After cooling, the mixture was diluted with water and extracted three times with diethyl ether. The combined organic fractions were washed with water, dried and concd to give a crude oil. Preparative reverse phase chromatography (C 18, 4.... Reactants: Cc1ccc2cc(C(O)Cn3ccnc3)ccc2c1, CN(C)P(=O)(N(C)C)N(C)C, [H-], CI, [Na+], O. The product is COC(Cn1ccnc1)c1ccc2cc(C)ccc2c1. Reaction SMILES: [CH3:1][c:2]1[cH:3][c:4]2[cH:5][cH:6][c:7]([CH:12]([CH2:13][n:14]3[cH:15][n:16][cH:17][cH:18]3)[OH:19])[cH:8][c:9]2[cH:10][cH:11]1.[CH3:20][N:21]([P:22]([N:23]([CH3:24])[CH3:25])([N:26]([CH3:27])[CH3:28])=[O:29])[CH3:30].[H-:31].[I:33][CH3:34].[Na+:32].[OH2:35]>>[CH3:1][c:2]1[cH:3][c:4]2[cH:5][cH:6][c:7]([CH:12]([CH2:13][n:14]3[cH:15][n:16][cH:17][cH:18]3)[O:19][CH3:20])[cH:8][c:9]2[cH:10][cH:11]1. Starting materials: ClC1=CC=C(C2=CC=C(C=C2C2=NC3=CC=C(C=C3C=C2)C2=NC3=C(N2C2CCCCC2)C=CC(=C3)C(=O)O)OCCOC)C=C1 (2-{2-[4′-Chloro-4-(2-methoxy-ethoxy)-biphen-2-yl]-quinolin-6-yl}-1-cyclohexyl-1H-benzoimidazole-5-carboxylic acid), BrCCCBr (1,3-dibromopropane), BrCCOC (1-bromo-2-methoxy ethane), 3-bromopropyl, N1CCCC1 (pyrrolidine). Yields the product ClC1=CC=C(C2=CC=C(C=C2C2=NC3=CC=C(C=C3C=C2)C2=NC3=C(N2C2CCCCC2)C=CC(=C3)C(=O)O)OCCCN3CCCC3)C=C1 (2-{2-[4′-Chloro-4-(3-pyrrolidin-1-yl-propoxy)-biphen-2-yl]-quinolin-6-yl}-1-cyclohexyl-1H-benzoimidazole-5-carboxylic acid). RXN SMILES: [Cl:1][C:2]1[CH:46]=[CH:45][C:5]([C:6]2[C:11]([C:12]3[CH:21]=[CH:20][C:19]4[C:14](=[CH:15][CH:16]=[C:17]([C:22]5[N:26]([CH:27]6[CH2:32][CH2:31][CH2:30][CH2:29][CH2:28]6)[C:25]6[CH:33]=[CH:34][C:35]([C:37]([OH:39])=[O:38])=[CH:36][C:24]=6[N:23]=5)[CH:18]=4)[N:13]=3)=[CH:10][C:9]([O:40][CH2:41][CH2:42]OC)=[CH:8][CH:7]=2)=[CH:4][CH:3]=1.Br[CH2:48][CH2:49][CH2:50]Br.BrCCOC.[NH:57]1[CH2:61]CC[CH2:58]1>>[Cl:1][C:2]1[CH:46]=[CH:45][C:5]([C:6]2[C:11]([C:12]3[CH:21]=[CH:20][C:19]4[C:14](=[CH:15][CH:16]=[C:17]([C:22]5[N:26]([CH:27]6[CH2:32][CH2:31][CH2:30][CH2:29][CH2:28]6)[C:25]6[CH:33]=[CH:34][C:35]([C:37]([OH:39])=[O:38])=[CH:36][C:24]=6[N:23]=5)[CH:18]=4)[N:13]=3)=[CH:10][C:9]([O:40][CH2:41][CH2:42][CH2:58][N:57]3[CH2:61][CH2:50][CH2:49][CH2:48]3)=[CH:8][CH:7]=2)=[CH:4][CH:3]=1. Reported procedure: The title compound was synthesized as described for Compound 475, except 1,3-dibromopropane was used for alkylation instead of 1-bromo-2-methoxy ethane. The resulting 3-bromopropyl derivative was treated in situ with an excess of pyrrolidine to give the final product. Procedure details: In a 100 ml flask fitted with a magnetic stirrer and a reflux condenser under inert atmosphere, 1-({3,5-dimethyl-1-[(4-methyl phenyl)sulfonyl]-1H-pyrazol-4-yl}methyl)-4-(2,3,5-trifluorophenyl)pyrrolidin-2-one x61 (0.83 g, 1.7 mmol) is dissolved in THF (40 ml). A 1 M solution of tetrabutylammonium fluoride in THF (1.7 ml, 1.7 mmol) is added and the mixture is heated at 85° C. for 48 h. The solvent is evaporated and the residue is dissolved in water. The aqueous phase is extracted six times with d... RXN SMILES: [CH3:1][C:2]1[C:6]([CH2:7][N:8]2[CH2:12][CH:11]([C:13]3[CH:18]=[C:17]([F:19])[CH:16]=[C:15]([F:20])[C:14]=3[F:21])[CH2:10][C:9]2=[O:22])=[C:5]([CH3:23])[N:4](S(C2C=CC(C)=CC=2)(=O)=O)[N:3]=1.[F-].C([N+](CCCC)(CCCC)CCCC)CCC>C1COCC1>[CH3:1][C:2]1[C:6]([CH2:7][N:8]2[CH2:12][CH:11]([C:13]3[CH:18]=[C:17]([F:19])[CH:16]=[C:15]([F:20])[C:14]=3[F:21])[CH2:10][C:9]2=[O:22])=[C:5]([CH3:23])[NH:4][N:3]=1 |f:1.2|. Isolated yield 14.0%. The reactants are solution, [F-].C(CCC)[N+](CCCC)(CCCC)CCCC (tetrabutylammonium fluoride), CC1=NN(C(=C1CN1C(CC(C1)C1=C(C(=CC(=C1)F)F)F)=O)C)S(=O)(=O)C1=CC=C(C=C1)C (1-({3,5-dimethyl-1-[(4-methylphenyl)sulfonyl]-1H-pyrazol-4-yl}methyl)-4-(2,3,5-trifluorophenyl)pyrrolidin-2-one). Run in C1CCOC1 (THF), C1CCOC1 (THF). Reaction conditions: temperature 85 celsius. Product: CC1=NNC(=C1CN1C(CC(C1)C1=C(C(=CC(=C1)F)F)F)=O)C (1-[(3,5-dimethyl-1H-pyrazol-4-yl)methyl]-4-(2,3,5-trifluorophenyl)pyrrolidin-2-one). Reactants: C1CCOC1, COc1ccc2c(c1)CCC2=O, CI, [Li]CCCC, CC(C)NC(C)C, [Cl-], [NH4+]. Product: COc1ccc2c(c1)CC(C)C2=O. As a reaction SMILES: [CH2:29]1[O:30][CH2:31][CH2:32][CH2:33]1.[CH3:13][O:14][c:15]1[cH:16][c:17]2[c:21]([cH:22][cH:23]1)[C:20](=[O:24])[CH2:19][CH2:18]2.[CH3:25][I:26].[CH3:8][CH2:9][CH2:10][CH2:11][Li:12].[CH:1]([NH:2][CH:3]([CH3:4])[CH3:5])([CH3:6])[CH3:7].[Cl-:27].[NH4+:28]>>[CH3:1][CH:19]1[CH2:18][c:17]2[cH:16][c:15]([O:14][CH3:13])[cH:23][cH:22][c:21]2[C:20]1=[O:24]. The reactants are O=C([O-])[O-], CC(=O)O, CC(C)=O, CC(C)O, CCOc1ncnc(N(C)C)c1[N+](=O)[O-], [Fe], [K+], [K+], O. Yields the product CCOc1ncnc(N(C)C)c1N. Reaction SMILES: [C:24](=[O:25])([O-:26])[O-:27].[CH3:1][C:2](=[O:3])[OH:4].[CH3:32][C:33](=[O:34])[CH3:35].[CH3:5][CH:6]([OH:7])[CH3:8].[CH3:9][N:10]([c:11]1[n:12][cH:13][n:14][c:15]([O:20][CH2:21][CH3:22])[c:16]1[N+:17]([O-:18])=[O:19])[CH3:23].[Fe:31].[K+:28].[K+:29].[OH2:30]>>[CH3:9][N:10]([c:11]1[n:12][cH:13][n:14][c:15]([O:20][CH2:21][CH3:22])[c:16]1[NH2:17])[CH3:23].